From a dataset of the Open Reaction Database (ORD), a public repository of structured organic reaction records. describe an organic reaction: reactants, conditions, products, and yield Starting materials: Clc1ncc(Cl)c(Nc2cc(C3CC3)n[nH]2)n1, Clc1cc(Cl)nc(Cl)n1. The product is Clc1cc(Nc2cc(C3CC3)[nH]n2)nc(Cl)n1. RXN SMILES: [Cl:10][c:11]1[n:12][c:13]([NH:17][c:18]2[cH:19][c:20]([CH:23]3[CH2:24][CH2:25]3)[n:21][nH:22]2)[c:14]([Cl:15])[cH:16][n:26]1.[Cl:1][c:2]1[n:3][c:4]([Cl:9])[cH:5][c:6]([Cl:8])[n:7]1>>[Cl:1][c:2]1[n:3][c:4]([NH:17][c:18]2[cH:19][c:20]([CH:23]3[CH2:24][CH2:25]3)[nH:21][n:22]2)[cH:5][c:6]([Cl:8])[n:7]1.